From a dataset of the Open Reaction Database (ORD), a public repository of structured organic reaction records. describe an organic reaction: reactants, conditions, products, and yield Starting materials: NC=1C=C(C2=C(C=CO2)C1)C (5-amino-7-methyl-benzofuran), C(C)OC(OCC)OCC (triethylorthoformate), [N-]=[N+]=[N-].[Na+] (Sodium azide). The solvent is C(C)(=O)O (acetic acid). Run at time 4 hour. The product is CC1=CC(=CC=2C=COC21)N2N=NN=C2 (1-(7-Methyl-benzofuran-5-yl)-1H-tetrazole). RXN SMILES: [NH2:1][C:2]1[CH:3]=[C:4]([CH3:11])[C:5]2[O:9][CH:8]=[CH:7][C:6]=2[CH:10]=1.[CH2:12](OC(OCC)OCC)C.[N-:22]=[N+:23]=[N-:24].[Na+]>C(O)(=O)C>[CH3:11][C:4]1[C:5]2[O:9][CH:8]=[CH:7][C:6]=2[CH:10]=[C:2]([N:1]2[CH:12]=[N:24][N:23]=[N:22]2)[CH:3]=1 |f:2.3|. Reported procedure: A mixture of 5-amino-7-methyl-benzofuran (350 mg) and triethylorthoformate (0.42 ml) in glacial acetic acid (10 ml) was heated at 80° for 1 hour. Sodium azide (470 mg) was added and stirring continued at 80° C. for 4 hours. The mixture was partitioned between ethyl acetate (25 ml) and 8% sodium bicarbonate solution (40 ml), the aqueous was further extracted with ethyl acetate (2×25 ml). The combined organic extracts were washed with hydrochloric acid (2M:25 ml), dried (MgSO4), and evaporated in ...